This data is from the Open Reaction Database (ORD), a public repository of structured organic reaction records. The task is: describe an organic reaction: reactants, conditions, products, and yield Starting materials: CC(Cl)c1cccnc1, OCC1=NOC(C2CC2)=N1. The reagents and catalysts are O=C([O-])[O-].[Cs+].[Cs+] (cesium carbonate), [I-].[K+] (potassium iodide). Solvent: CN(C)C=O (DMF), CN(C)C=O (dmf), CN(C)C=O (DMF). Run at temperature 70 celsius, time 16 hour. Yields the product CC(C%23=CC=CN=C%23)OCC%24=NOC(C%25CC%25)=N%24. Starting materials: Cc1ccc(-n2nc(C(C)(C)C)cc2NC(=O)Nc2ccc(N3CCN(C(=O)OC(C)(C)C)CC3)nc2)cc1, C1CCOC1, Cl, C1COCCO1. The product is Cc1ccc(-n2nc(C(C)(C)C)cc2NC(=O)Nc2ccc(N3CCNCC3)nc2)cc1. RXN SMILES: [C:1]([O:2][C:3](=[O:4])[N:8]1[CH2:9][CH2:10][N:11]([c:14]2[n:15][cH:16][c:17]([NH:20][C:21](=[O:22])[NH:23][c:24]3[n:25](-[c:33]4[cH:34][cH:35][c:36]([CH3:39])[cH:37][cH:38]4)[n:26][c:27]([C:29]([CH3:30])([CH3:31])[CH3:32])[cH:28]3)[cH:18][cH:19]2)[CH2:12][CH2:13]1)([CH3:5])([CH3:6])[CH3:7].[CH2:47]1[O:48][CH2:49][CH2:50][CH2:51]1.[ClH:40].[O:41]1[CH2:42][CH2:43][O:44][CH2:45][CH2:46]1>>[NH:8]1[CH2:9][CH2:10][N:11]([c:14]2[n:15][cH:16][c:17]([NH:20][C:21](=[O:22])[NH:23][c:24]3[n:25](-[c:33]4[cH:34][cH:35][c:36]([CH3:39])[cH:37][cH:38]4)[n:26][c:27]([C:29]([CH3:30])([CH3:31])[CH3:32])[cH:28]3)[cH:18][cH:19]2)[CH2:12][CH2:13]1. Reactants: C[N+]1(CCOCC1)[O-] (N-methylmorpholine-N-oxide), BrCC1=CC=C(C2=C1C=CO2)Cl (4-bromomethyl-7-chloro-benzofuran). Run in C(C)#N (acetonitrile). Conditions: time 8 hour. The product is ClC=1C=CC(=C2C=COC21)C=O (7-Chloro-benzofuran-4-carbaldehyde). The yield is 73.4%. RXN SMILES: C[N+]1([O-])CC[O:5]CC1.Br[CH2:10][C:11]1[C:16]2[CH:17]=[CH:18][O:19][C:15]=2[C:14]([Cl:20])=[CH:13][CH:12]=1>C(#N)C>[Cl:20][C:14]1[CH:13]=[CH:12][C:11]([CH:10]=[O:5])=[C:16]2[C:15]=1[O:19][CH:18]=[CH:17]2. Reported procedure: A solution of the N-methylmorpholine-N-oxide (37.64 g) in aoetonitrile (370 ml) containing 3 Å molecular sieves (36.6 g) was stirred at room temperature overnight and cooled in ice. A solution of 4-bromomethyl-7-chloro-benzofuran (39.44 g) in acetonitrile (90 ml) was added and the mixture stirred in at 0° C. for 4 h. The mixture was filtered and the filtrate evaporated to dryness. Water and ethyl acetate were added to the residue and the organic phase separated, dried (Na2SO4) and evaporated to ...